From a dataset of the Open Reaction Database (ORD), a public repository of structured organic reaction records. describe an organic reaction: reactants, conditions, products, and yield Reactants: NC1=CC=C(C=C1)S(=O)(=O)NC1=C(C(=NO1)C)C (4-amino-N-(3,4-dimethyl-5-isoxazolyl)benzenesulfonamide), C([O-])(O)=O.[Na+] (sodium bicarbonate), [BH4-].[Na+] (Sodium borohydride), C(C)(=O)O (acetic acid), [H][H] (hydrogen). The solvent is C1=CC=CC=C1 (benzene). The product is C(C)NC1=CC=C(C=C1)S(=O)(=O)NC1=C(C(=NO1)C)C (4-(Ethylamino)-N-(3,4-dimethyl-5-isoxazolyl)benzenesulfonamide). The yield is 18.6%. As a reaction SMILES: [BH4-].[Na+].[C:3](O)(=O)[CH3:4].[H][H].[NH2:9][C:10]1[CH:15]=[CH:14][C:13]([S:16]([NH:19][C:20]2[O:24][N:23]=[C:22]([CH3:25])[C:21]=2[CH3:26])(=[O:18])=[O:17])=[CH:12][CH:11]=1.C(=O)(O)[O-].[Na+]>C1C=CC=CC=1>[CH2:3]([NH:9][C:10]1[CH:15]=[CH:14][C:13]([S:16]([NH:19][C:20]2[O:24][N:23]=[C:22]([CH3:25])[C:21]=2[CH3:26])(=[O:18])=[O:17])=[CH:12][CH:11]=1)[CH3:4] |f:0.1,5.6|. Procedure: Sodium borohydride (71 mg, 3.74 mmol) was added to a solution of acetic acid (740 mg, 12 mmol) in dry benzene (5 ml) with the temperature being kept at 20° C. When the evolution of hydrogen gas had ceased (ca. 5 min), 4-amino-N-(3,4-dimethyl-5-isoxazolyl)benzenesulfonamide (0.5 g, 1.87 mmol) was added in one lot and the reaction mixture was refluxed for 3 h. The reaction was cooled and shaken with saturated sodium bicarbonate solution. The organic layer was then washed with brine (2×20 ml), drie... Reactants: P(=O)(O)(O)[O-].[K+] (potassium dihydrogenphosphate), C(C)(C)(C)OC(=O)NCCOC1=NOC(=C1)C1=CC=CC=C1 (3-(2-(N-tert-Butoxycarbonylamino)ethoxy)-5-phenylisoxazole), CI (methyl iodide), C(CCC)[Li].CCCCCC (n-butyllithium n-hexane). The solvent is O1CCCC1 (tetrahydrofuran). Reaction conditions: temperature 0 celsius, time 10 minute. The product is C(C)(C)(C)OC(=O)NCCOC1=NOC(=C1C)C1=CC=CC=C1 (3-(2-(N-tert-Butoxycarbonylamino)ethoxy)-4-methyl-5-phenylisoxazole). Yield: 94.0%. As a reaction SMILES: [C:1]([O:5][C:6]([NH:8][CH2:9][CH2:10][O:11][C:12]1[CH:16]=[C:15]([C:17]2[CH:22]=[CH:21][CH:20]=[CH:19][CH:18]=2)[O:14][N:13]=1)=[O:7])([CH3:4])([CH3:3])[CH3:2].[CH2:23]([Li])CCC.CCCCCC.CI.P([O-])(O)(O)=O.[K+]>O1CCCC1>[C:1]([O:5][C:6]([NH:8][CH2:9][CH2:10][O:11][C:12]1[C:16]([CH3:23])=[C:15]([C:17]2[CH:22]=[CH:21][CH:20]=[CH:19][CH:18]=2)[O:14][N:13]=1)=[O:7])([CH3:4])([CH3:2])[CH3:3] |f:1.2,4.5|. Reported procedure: 3-(2-(N-tert-Butoxycarbonylamino)ethoxy)-5-phenylisoxazole (0.30 g) was dissolved in tetrahydrofuran (10 ml), and a solution of n-butyllithium/n-hexane (1.56M, 1.4 ml) was added dropwise thereto at -70° C. under a nitrogen atmosphere, followed by stirring of the resulting mixture for 10 minutes. Then, methyl iodide (0.09 ml) was added dropwise to the reaction mixture, and the resulting mixture was stirred for 10 minutes. After the temperature of the reaction mixture was raised to 0° C., the reac... The reactants are COC(=O)C(C(=O)O)CC1=CC=C(C=C1)OCCOC1=CC2=CC=CC=C2C=C1 (2-(methoxycarbonyl)-3-[4-[2-(2-naphthoxy)ethoxy]phenyl]propionic acid), S(=O)(Cl)Cl (thionyl chloride), N (ammonia). Run in C(C)(=O)OCC (ethyl acetate), C1=CC=CC=C1 (benzene). Run at temperature 80 celsius, time 30 minute. The product is C(N)(=O)C(C(=O)OC)CC1=CC=C(C=C1)OCCOC1=CC2=CC=CC=C2C=C1 (methyl 2-carbamoyl-3-[4-[2-(2-naphthoxy)ethoxy]phenyl]propionate). Isolated yield 47.1%. Reaction SMILES: [CH3:1][O:2][C:3]([CH:5]([CH2:9][C:10]1[CH:15]=[CH:14][C:13]([O:16][CH2:17][CH2:18][O:19][C:20]2[CH:29]=[CH:28][C:27]3[C:22](=[CH:23][CH:24]=[CH:25][CH:26]=3)[CH:21]=2)=[CH:12][CH:11]=1)[C:6](O)=[O:7])=[O:4].S(Cl)(Cl)=O.[NH3:34]>C1C=CC=CC=1.C(OCC)(=O)C>[C:6]([CH:5]([CH2:9][C:10]1[CH:15]=[CH:14][C:13]([O:16][CH2:17][CH2:18][O:19][C:20]2[CH:29]=[CH:28][C:27]3[C:22](=[CH:23][CH:24]=[CH:25][CH:26]=3)[CH:21]=2)=[CH:12][CH:11]=1)[C:3]([O:2][CH3:1])=[O:4])(=[O:7])[NH2:34]. Reported procedure: To a solution of 2-(methoxycarbonyl)-3-[4-[2-(2-naphthoxy)ethoxy]phenyl]propionic acid (2.08 g, 5.29 mmol) in benzene (20 ml) at room temperature is added thionyl chloride (0.76 g, 6.34 mmol). Then the mixture was heated at 80° C. for 90 min. After cooled to room temperature, the solvent is removed under a vacuum. To the residue is added 28% ammonia solution (5.49 ml, 79.30 mmol) at room temperature. The mixture is stirred for 30 min, dissolved in ethyl acetate (20 ml), washed with brine (3×15 m... Reactants: Cl.ClC1=CC=C(C=C1)NN (4-chlorophenylhydrazine hydrochloride), CCN=C=NCCCN(C)C (EDCI), C(C)OC(CCCNC)OCC (4,4-diethoxy-N-methylbutan-1-amine), ClC=1C=C2C(=CN(C2=CC1)CC(=O)OCC)CCNC (ethyl 2-(5-chloro-3-(2-(methylamino)ethyl)-1H-indol-1-yl)acetate), ClC=1C=C2C3=C(N(C2=CC1)CC(=O)O)CN(CC3)C (2-(6-chloro-1,2,3,4-tetrahydro-2-methylpyrido[3,4-b]indol-9-yl)acetic acid), CNC (N,N-dimethylamine), C(=O)(C(F)(F)F)O (TFA), BrCC(=O)OCC (ethyl bromoacetate), ClC1=CC=C(C=C1)N(N)CC(=O)OCC (ethyl 2-(1-(4-chlorophenyl)hydrazinyl)acetate), C=O (formaldehyde). Solvent: C(C)N(CC)CC (triethylamine), ClC=1C=C2C3=C(N(C2=CC1)CC(=O)OCC)CN(CC3)C (ethyl 2-(6-chloro-1,2,3,4-tetrahydro-2-methylpyrido[3,4-b]indol-9-yl)acetate), [OH-].[Na+] (NaOH), C(C)#N (acetonitrile). Yields the product ClC=1C=C2C3=C(N(C2=CC1)CC(=O)N(C)C)CN(CC3)C (2-(6-chloro-1,2,3,4-tetrahydro-2-methylpyrido[3,4-b]indol-9-yl)-N,N-dimethylacetamide). Reaction SMILES: Cl.[Cl:2][C:3]1[CH:8]=[CH:7][C:6]([NH:9]N)=[CH:5][CH:4]=1.BrCC([O:15][CH2:16][CH3:17])=O.Cl[C:19]1[CH:24]=[CH:23][C:22]([N:25]([CH2:27]C(OCC)=O)N)=C[CH:20]=1.C(OC(OCC)CC[CH2:39][NH:40][CH3:41])C.ClC1C=C2C(=CC=1)N(CC(OCC)=O)C=C2CCNC.C=O.C(O)(C(F)(F)F)=O.ClC1C=C2C(=CC=1)N(CC(O)=O)C1CN(C)CCC2=1.CNC.CCN=C=NCCCN(C)C>C(#N)C.ClC1C=C2C(=CC=1)N(CC(OCC)=O)C1CN(C)CCC2=1.[OH-].[Na+].C(N(CC)CC)C>[Cl:2][C:3]1[CH:8]=[C:7]2[C:6](=[CH:5][CH:4]=1)[N:9]([CH2:17][C:16]([N:40]([CH3:41])[CH3:39])=[O:15])[C:23]1[CH2:22][N:25]([CH3:27])[CH2:20][CH2:19][C:24]2=1 |f:0.1,13.14|. Procedure details: The title compound is prepared by following General Methods 1, 3, 4, 5 and 7 by using 4-chlorophenylhydrazine hydrochloride, ethyl bromoacetate, and triethylamine (General Method 1), ethyl 2-(1-(4-chlorophenyl)hydrazinyl)acetate and 4,4-diethoxy-N-methylbutan-1-amine (General Method 3), ethyl 2-(5-chloro-3-(2-(methylamino)ethyl)-1H-indol-1-yl)acetate, formaldehyde and TFA in acetonitrile (General Method 4), ethyl 2-(6-chloro-1,2,3,4-tetrahydro-2-methylpyrido[3,4-b]indol-9-yl)acetate and NaOH (Ge...